The task is: describe an organic reaction: reactants, conditions, products, and yield. This data is from the Open Reaction Database (ORD), a public repository of structured organic reaction records. The reactants are C1OC=2C=C(C=CC2O1)C(C(C)([N+](=O)[O-])C)O (1-(3,4-methylenedioxyphenyl)-2-methyl-2-nitropropanol), S(=O)(Cl)Cl (thionyl chloride). The solvent is C1=CC=CC=C1 (benzene). Yields the product C1OC=2C=C(C=CC2O1)C(C(C)([N+](=O)[O-])C)Cl (1-(3,4-methylenedioxyphenyl)-1-chloro-2-methyl-2-nitropropane). Yield: 55.7%. RXN SMILES: [CH2:1]1[O:9][C:8]2[CH:7]=[CH:6][C:5]([CH:10](O)[C:11]([CH3:16])([N+:13]([O-:15])=[O:14])[CH3:12])=[CH:4][C:3]=2[O:2]1.S(Cl)([Cl:20])=O>C1C=CC=CC=1>[CH2:1]1[O:9][C:8]2[CH:7]=[CH:6][C:5]([CH:10]([Cl:20])[C:11]([CH3:16])([N+:13]([O-:15])=[O:14])[CH3:12])=[CH:4][C:3]=2[O:2]1. Procedure: A mixture of 15 g of 1-(3,4-methylenedioxyphenyl)-2-methyl-2-nitropropanol (crude oil), 12 g of thionyl chloride and 80 ml of anhydrous benzene is refluxed for 3 hours. After the reaction, the reaction mixture is evaporated to remove solvent and thionyl chloride. The residue is purified by silica gel chromatography (Solvent: benzene). 9.0 g of 1-(3,4-methylenedioxyphenyl)-1-chloro-2-methyl-2-nitropropane are thereby obtained as an oil.